This data is from the Open Reaction Database (ORD), a public repository of structured organic reaction records. The task is: describe an organic reaction: reactants, conditions, products, and yield Reactants: CC(=O)SCC(C)C(=O)Cl, CC(C)C(N)C(=O)O, [Na+], [Na+], O=C([O-])[O-], O. Yields the product CC(=O)SCC(C)C(=O)NC(C(=O)O)C(C)C. As a reaction SMILES: [C:15]([CH3:16])(=[O:17])[S:18][CH2:19][CH:20]([C:21](=[O:22])[Cl:23])[CH3:24].[CH3:1][CH:2]([CH3:3])[CH:4]([NH2:5])[C:6]([OH:7])=[O:8].[Na+:10].[Na+:9].[O-:11][C:12](=[O:13])[O-:14].[OH2:25]>>[CH3:1][CH:2]([CH3:3])[CH:4]([NH:5][C:21]([CH:20]([CH2:19][S:18][C:15]([CH3:16])=[O:17])[CH3:24])=[O:22])[C:6]([OH:7])=[O:8].